This data is from the Open Reaction Database (ORD), a public repository of structured organic reaction records. The task is: describe an organic reaction: reactants, conditions, products, and yield Reactants: BrC1=C(C=CC=C1)CCBr (1-bromo-2-(2-bromoethyl)benzene), S(=O)([O-])[O-].[Na+].[Na+] (sodium sulfite). Run in C(C)O (ethanol), O (water). Reaction conditions: temperature 100 celsius, time 8 hour. Product: BrC1=C(C=CC=C1)CCS(=O)(=O)[O-].[Na+] (sodium 2-(2-bromo-phenyl)ethanesulfonate). The yield is 59.0%. RXN SMILES: [Br:1][C:2]1[CH:7]=[CH:6][CH:5]=[CH:4][C:3]=1[CH2:8][CH2:9]Br.[S:11]([O-:14])([O-:13])=[O:12].[Na+:15].[Na+]>C(O)C.O>[Br:1][C:2]1[CH:7]=[CH:6][CH:5]=[CH:4][C:3]=1[CH2:8][CH2:9][S:11]([O-:14])(=[O:13])=[O:12].[Na+:15] |f:1.2.3,6.7|. Procedure details: A solution of 1-bromo-2-(2-bromoethyl)benzene (6.23 g, 23.6 mmol) in ethanol (20.5 mL) was added to a solution of sodium sulfite (3.12 g, 24.7 mmol) in water (25.0 mL). The mixture was heated at 100° C. for 24 hours. The reaction mixture was filtered, and the filtrate was then left to stand at 3° C. overnight. The resulting white crystals were collected by filtration and dried to give sodium 2-(2-bromo-phenyl)ethanesulfonate (4.00 g, 59%). Product: O=C(Cn1ccn2c(=O)c(OCc3ccccc3)c(-c3ncc(Cc4ccc(F)cc4)s3)nc12)N1CCNCC1. RXN SMILES: [C:48](=[O:49])([OH:50])[O-:51].[CH2:1]([c:2]1[cH:3][cH:4][cH:5][cH:6][cH:7]1)[O:8][c:9]1[c:10](-[c:35]2[s:36][c:37]([CH2:40][c:41]3[cH:42][cH:43][c:44]([F:47])[cH:45][cH:46]3)[cH:38][n:39]2)[n:11][c:12]2[n:13]([c:14]1=[O:15])[cH:16][cH:17][n:18]2[CH2:19][C:20](=[O:21])[N:22]1[CH2:23][CH2:24][N:25]([C:28]([O:29][C:30]([CH3:31])([CH3:32])[CH3:33])=[O:34])[CH2:26][CH2:27]1.[CH3:53][OH:54].[ClH:55].[Na+:52]>>[CH2:1]([c:2]1[cH:3][cH:4][cH:5][cH:6][cH:7]1)[O:8][c:9]1[c:10](-[c:35]2[s:36][c:37]([CH2:40][c:41]3[cH:42][cH:43][c:44]([F:47])[cH:45][cH:46]3)[cH:38][n:39]2)[n:11][c:12]2[n:13]([c:14]1=[O:15])[cH:16][cH:17][n:18]2[CH2:19][C:20](=[O:21])[N:22]1[CH2:23][CH2:24][NH:25][CH2:26][CH2:27]1. Starting materials: O=C([O-])O, CC(C)(C)OC(=O)N1CCN(C(=O)Cn2ccn3c(=O)c(OCc4ccccc4)c(-c4ncc(Cc5ccc(F)cc5)s4)nc23)CC1, CO, Cl, [Na+]. Reactants: [K+].C1(=CC=C(C=C1)S(=O)(=O)[NH-])C (p-toluene-sulfonamide potassium salt), COC1=C(OC=2C(=NC(=NC2Cl)C2=CC=NC=C2)Cl)C=CC=C1 (5-(o-methoxyphenoxy)-4,6-dichloro-2-(4-pyridyl)-pyrimidine), O (water). Run in CS(=O)C (DMSO). Conditions: time 20 hour. Yields the product CC1=CC=C(C=C1)S(=O)(=O)NC1=NC(=NC(=C1OC1=C(C=CC=C1)OC)Cl)C1=CC=NC=C1 (p-methyl-N-[6-chloro-5-(o-methoxyphenoxy)-2-(4-pyridyl)-4-pyrimidinyl]benzene-sulfonamide). The yield is 68.5%. As a reaction SMILES: [CH3:1][O:2][C:3]1[CH:23]=[CH:22][CH:21]=[CH:20][C:4]=1[O:5][C:6]1[C:7]([Cl:19])=[N:8][C:9]([C:13]2[CH:18]=[CH:17][N:16]=[CH:15][CH:14]=2)=[N:10][C:11]=1Cl.[K+].[C:25]1([CH3:35])[CH:30]=[CH:29][C:28]([S:31]([NH-:34])(=[O:33])=[O:32])=[CH:27][CH:26]=1.O>CS(C)=O>[CH3:35][C:25]1[CH:26]=[CH:27][C:28]([S:31]([NH:34][C:11]2[C:6]([O:5][C:4]3[CH:20]=[CH:21][CH:22]=[CH:23][C:3]=3[O:2][CH3:1])=[C:7]([Cl:19])[N:8]=[C:9]([C:13]3[CH:14]=[CH:15][N:16]=[CH:17][CH:18]=3)[N:10]=2)(=[O:33])=[O:32])=[CH:29][CH:30]=1 |f:1.2|. Procedure details: 2 g 5-(o-methoxyphenoxy)-4,6-dichloro-2-(4-pyridyl)-pyrimidine was dissolved in 30 ml dry DMSO. 2.40 g p-toluene-sulfonamide potassium salt was added and stirring continued for 20 h. The reaction mixture was poured onto 200 ml water and extracted twice with 200 ml diethylether. The combined organic layers were extracted twice with 50 ml water. The combined water layers were acidified by acetic acid to pH=4. The precipitated product was filtered off, washed with ether and dried under reduced pres... The reactants are O=C(O)c1ccc(Oc2ccc(Cl)cc2[N+](=O)[O-])cc1, O=C(Cl)C(=O)Cl, ClCCl, CN(C)C=O. Yields the product O=C(Cl)c1ccc(Oc2ccc(Cl)cc2[N+](=O)[O-])cc1. Reaction SMILES: [Cl:1][c:2]1[cH:3][c:4]([N+:18](=[O:19])[O-:20])[c:5]([O:6][c:7]2[cH:8][cH:9][c:10]([C:11](=[O:12])[OH:13])[cH:14][cH:15]2)[cH:16][cH:17]1.[Cl:21][C:22]([C:23]([Cl:24])=[O:25])=[O:26].[Cl:32][CH2:33][Cl:34].[O:27]=[CH:28][N:29]([CH3:30])[CH3:31]>>[Cl:1][c:2]1[cH:3][c:4]([N+:18](=[O:19])[O-:20])[c:5]([O:6][c:7]2[cH:8][cH:9][c:10]([C:11](=[O:12])[Cl:21])[cH:14][cH:15]2)[cH:16][cH:17]1. The reactants are C(C)OC(=O)C1(C(C1)C=C)NC(=O)OC(C)(C)C (1-tert-butoxycarbonylamino-2-vinyl-cyclopropanecarboxylic acid ethyl ester), solution, [BH4-].[Li+] (lithiumborohydride), CCCCCC.C(C)(=O)OCC (hexane ethyl acetate), S(O)(O)(=O)=O (sulfuric acid). Procedure: To a solution of 1-tert-butoxycarbonylamino-2-vinyl-cyclopropanecarboxylic acid ethyl ester (0.51 g, 2.0 mmol) in THF (10 ml) at 0° C. was added a 2M solution of lithiumborohydride (4 ml, 8 mmol). The reaction mixture was monitored by TLC (7:3 hexane-ethyl acetate, stained using ammoniummolybdate-cerium sulfate in aq. 10% sulfuric acid) and after stirring overnight at rt, the reaction was carefully quenched using aq. 10% citric acid (25 ml, dropwise addition at 0° C.). The obtained mixture was w... Product: C(C)(C)(C)OC(NC1(C(C1)C=C)CO)=O ((1-Hydroxymethyl-2-vinylcyclopropyl)-carbamic acid tert-butyl ester). Conditions: time 8 hour. Isolated yield 95.5%. The reagents and catalysts are [NH4+].[NH4+].[O-][Mo](=O)(=O)[O-].S(=O)(=O)([O-])[O-].[Ce+3].S(=O)(=O)([O-])[O-].S(=O)(=O)([O-])[O-].[Ce+3] (ammoniummolybdate cerium sulfate). Solvent: C1CCOC1 (THF). RXN SMILES: C([O:3][C:4]([C:6]1([NH:11][C:12]([O:14][C:15]([CH3:18])([CH3:17])[CH3:16])=[O:13])[CH2:8][CH:7]1[CH:9]=[CH2:10])=O)C.[BH4-].[Li+].CCCCCC.C(OCC)(=O)C.S(=O)(=O)(O)O>C1COCC1.[NH4+].[NH4+].[O-][Mo]([O-])(=O)=O.S([O-])([O-])(=O)=O.[Ce+3].S([O-])([O-])(=O)=O.S([O-])([O-])(=O)=O.[Ce+3]>[C:15]([O:14][C:12](=[O:13])[NH:11][C:6]1([CH2:4][OH:3])[CH2:8][CH:7]1[CH:9]=[CH2:10])([CH3:18])([CH3:16])[CH3:17] |f:1.2,3.4,7.8.9.10.11.12.13.14|. The reactants are [OH-].[Na+] (NaOH), C(C)(C)(C)OC(=O)N1CCC(CC1)=O (1-(tert-butoxycarbonyl)-4-piperidone), C(C1=CC=CC=C1)N (benzylamine), C(C)(=O)O (acetic acid), C(C)(=O)O[BH-](OC(C)=O)OC(C)=O.[Na+] (sodium triacetoxyborohydride). Run in ClCCl (dichloromethane). Conditions: time 3 day. Product: C(C1=CC=CC=C1)NC1CCN(CC1)C(=O)OC(C)(C)C (4-benzylamino-1-(tert-butoxycarbonyl)piperidine). The yield is 92.3%. Reaction SMILES: [C:1]([O:5][C:6]([N:8]1[CH2:13][CH2:12][C:11](=O)[CH2:10][CH2:9]1)=[O:7])([CH3:4])([CH3:3])[CH3:2].[CH2:15]([NH2:22])[C:16]1[CH:21]=[CH:20][CH:19]=[CH:18][CH:17]=1.C(O)(=O)C.C(O[BH-](OC(=O)C)OC(=O)C)(=O)C.[Na+].[OH-].[Na+]>ClCCl>[CH2:15]([NH:22][CH:11]1[CH2:12][CH2:13][N:8]([C:6]([O:5][C:1]([CH3:4])([CH3:3])[CH3:2])=[O:7])[CH2:9][CH2:10]1)[C:16]1[CH:21]=[CH:20][CH:19]=[CH:18][CH:17]=1 |f:3.4,5.6|. Procedure: To a solution of 1-(tert-butoxycarbonyl)-4-piperidone (10.0 g, 50.2 mmol), benzylamine (5.4 g, 50.2 mmol), and acetic acid (3.01 g, 50.2 mmol) in 200 mL of dry dichloromethane was added sodium triacetoxyborohydride (21.2 g, 100 mmol) under nitrogen. The mixture was stirred for three days, and then aqueous 1 N NaOH (200 mL) solution was added. After 1 h of stirring, the layers were separated, and the aqueous layer was extracted twice with dichloromethane (100 mL). The organic extracts were combin... The reactants are C1OC=2C=C(C=CC2OC1)NC1=NC(=NC=C1F)NC1=CC(=CC=C1)O (N4-(3,4-ethylenedioxyphenyl)-5-fluoro-N2-(3-hydroxyphenyl)-2,4-pyrimidinediamine), ClC1=NC=C(C(=N1)NC1=CC2=C(C=C1)OCCO2)F (2-chloro-N4-(3,4-ethylenedioxyphenyl)-5-fluoro-4-pyrimidineamine), CC1=C(C(=NO1)C1=CC=CC=C1)N (5-methyl-3-phenyl-4-isoxazolamine). Procedure details: In a manner similar to the preparation of N4-(3,4-ethylenedioxyphenyl)-5-fluoro-N2-(3-hydroxyphenyl)-2,4-pyrimidinediamine, 2-chloro-N4-(3,4-ethylenedioxyphenyl)-5-fluoro-4-pyrimidineamine and 5-methyl-3-phenyl-4-isoxazolamine were reacted to yield N4-(3,4-ethylenedioxyphenyl)-5-fluoro-N2-(3-phenyl-5-methylisoxazol-4-yl)-2,4-pyrimidinediamine. LCMS: ret. time: 20.90 min.; purity: 96%; MS (m/e): 420 (MH+). Yields the product C1OC=2C=C(C=CC2OC1)NC1=NC(=NC=C1F)NC=1C(=NOC1C)C1=CC=CC=C1 (N4-(3,4-ethylenedioxyphenyl)-5-fluoro-N2-(3-phenyl-5-methylisoxazol-4-yl)-2,4-pyrimidinediamine). As a reaction SMILES: C1COC2C=CC(NC3C(F)=CN=C(NC4C=CC=C(O)C=4)N=3)=CC=2O1.Cl[C:28]1[N:33]=[C:32]([NH:34][C:35]2[CH:40]=[CH:39][C:38]3[O:41][CH2:42][CH2:43][O:44][C:37]=3[CH:36]=2)[C:31]([F:45])=[CH:30][N:29]=1.[CH3:46][C:47]1[O:51][N:50]=[C:49]([C:52]2[CH:57]=[CH:56][CH:55]=[CH:54][CH:53]=2)[C:48]=1[NH2:58]>>[CH2:43]1[CH2:42][O:41][C:38]2[CH:39]=[CH:40][C:35]([NH:34][C:32]3[C:31]([F:45])=[CH:30][N:29]=[C:28]([NH:58][C:48]4[C:49]([C:52]5[CH:53]=[CH:54][CH:55]=[CH:56][CH:57]=5)=[N:50][O:51][C:47]=4[CH3:46])[N:33]=3)=[CH:36][C:37]=2[O:44]1. Starting materials: C(C)(C)N(C(C)C)CC (N,N-diisopropylethylamine), Cl.C(C)OC(=O)N1N=C2C(CNCC2)=C1N (3-amino-4,5,6,7-tetrahydro-pyrazolo[4,3-c]pyridine-2-carboxylic acid ethyl ester hydrochloride), FC=1C=C(C=C(C1)F)S(=O)(=O)Cl (3,5-difluorobenzenesulfonyl chloride). Solvent: ClCCl (dichloromethane). Run at time 1 hour. The product is C(C)OC(=O)N1N=C2C(CN(CC2)S(=O)(=O)C2=CC(=CC(=C2)F)F)=C1N (3-amino-5-(3,5-difluoro-benzenesulfonyl)-4,5,6,7-tetrahydro-pyrazolo[4,3-c]pyridine-2-carboxylic acid ethyl ester). The yield is 92.1%. Reaction SMILES: Cl.[CH2:2]([O:4][C:5]([N:7]1[C:15]([NH2:16])=[C:10]2[CH2:11][NH:12][CH2:13][CH2:14][C:9]2=[N:8]1)=[O:6])[CH3:3].C(N(CC)C(C)C)(C)C.[F:26][C:27]1[CH:28]=[C:29]([S:34](Cl)(=[O:36])=[O:35])[CH:30]=[C:31]([F:33])[CH:32]=1>ClCCl>[CH2:2]([O:4][C:5]([N:7]1[C:15]([NH2:16])=[C:10]2[CH2:11][N:12]([S:34]([C:29]3[CH:28]=[C:27]([F:26])[CH:32]=[C:31]([F:33])[CH:30]=3)(=[O:36])=[O:35])[CH2:13][CH2:14][C:9]2=[N:8]1)=[O:6])[CH3:3] |f:0.1|. Procedure: To a suspension of 3-amino-4,5,6,7-tetrahydro-pyrazolo[4,3-c]pyridine-2-carboxylic acid ethyl ester hydrochloride (36.2 g, 127.8 mmol) in anhydrous dichloromethane (1 L), at 0°-5° C., N,N-diisopropylethylamine (111.3 mL, 639 mmol) was added. To the resulting solution, 3,5-difluorobenzenesulfonyl chloride (27.17 g, 127.8 mmol) was added portionwise. The mixture was stirred at 0°-5° C. for 1 hour then at room temperature for 3 hours. The organic phase was washed with NaHCO3 saturated solution, wat... The reactants are FC(C(=O)O)(F)F.ClC=1C=C(C=CC1OCC1=NC=CC=C1)NC1=NC=NC2=CC=C(C=C12)NC(C=C1CCNCC1)=O (N-(4-(3-chloro-4-(pyridin-2-ylmethoxy)phenylamino)quinazolin-6-yl)-2-(piperidin-4-ylidene)acetamide trifluoroacetate). Run in C(C)(=O)OCC (ethyl acetate). Product: ClC=1C=C(C=CC1OCC1=NC=CC=C1)NC1=NC=NC2=CC=C(C=C12)NC(C=C1CCNCC1)=O (N-(4-(3-chloro-4-(pyridin-2-ylmethoxy)phenylamino)quinazolin-6-yl)-2-(piperidin-4-ylidene)acetamide). RXN SMILES: FC(F)(F)C(O)=O.[Cl:8][C:9]1[CH:10]=[C:11]([NH:23][C:24]2[C:33]3[C:28](=[CH:29][CH:30]=[C:31]([NH:34][C:35](=[O:43])[CH:36]=[C:37]4[CH2:42][CH2:41][NH:40][CH2:39][CH2:38]4)[CH:32]=3)[N:27]=[CH:26][N:25]=2)[CH:12]=[CH:13][C:14]=1[O:15][CH2:16][C:17]1[CH:22]=[CH:21][CH:20]=[CH:19][N:18]=1>C(OCC)(=O)C>[Cl:8][C:9]1[CH:10]=[C:11]([NH:23][C:24]2[C:33]3[C:28](=[CH:29][CH:30]=[C:31]([NH:34][C:35](=[O:43])[CH:36]=[C:37]4[CH2:42][CH2:41][NH:40][CH2:39][CH2:38]4)[CH:32]=3)[N:27]=[CH:26][N:25]=2)[CH:12]=[CH:13][C:14]=1[O:15][CH2:16][C:17]1[CH:22]=[CH:21][CH:20]=[CH:19][N:18]=1 |f:0.1|. Procedure: N-(4-(3-chloro-4-(pyridin-2-ylmethoxy)phenylamino)quinazolin-6-yl)-2-(piperidin-4-ylidene)acetamide trifluoroacetate was dissolved in ethyl acetate, washed once with saturated Na2CO3, and once with brine, dried over anhydrous magnesium sulfate, filtered, and evaporated in vacuo to give the title product. MS (EI) 501 (M+1).